From a dataset of the Open Reaction Database (ORD), a public repository of structured organic reaction records. describe an organic reaction: reactants, conditions, products, and yield The reactants are CC(C)(O)c1ccc2c(c1)C(=CCCBr)c1cccnc1CO2, COC(=O)CN(Cc1ccc(Cl)cc1)C1CCNC1, CC(C)O, [I-], [K+], Cc1cccc(C)n1. The product is COC(=O)CN(Cc1ccc(Cl)cc1)C1CCN(CCC=C2c3cc(C(C)(C)O)ccc3OCc3ncccc32)C1. RXN SMILES: [Br:30][CH2:31][CH2:32][CH:33]=[C:34]1[c:35]2[c:36]([cH:45][cH:46][c:47]([C:49]([CH3:50])([CH3:51])[OH:52])[cH:48]2)[O:37][CH2:38][c:39]2[c:40]1[cH:41][cH:42][cH:43][n:44]2.[CH3:1][O:2][C:3]([CH2:4][N:5]([CH:6]1[CH2:7][NH:8][CH2:9][CH2:10]1)[CH2:11][c:12]1[cH:13][cH:14][c:15]([Cl:18])[cH:16][cH:17]1)=[O:19].[CH:53]([OH:54])([CH3:55])[CH3:56].[I-:29].[K+:28].[n:20]1[c:21]([CH3:22])[cH:23][cH:24][cH:25][c:26]1[CH3:27]>>[CH3:1][O:2][C:3]([CH2:4][N:5]([CH:6]1[CH2:7][N:8]([CH2:31][CH2:32][CH:33]=[C:34]2[c:35]3[c:36]([cH:45][cH:46][c:47]([C:49]([CH3:50])([CH3:51])[OH:52])[cH:48]3)[O:37][CH2:38][c:39]3[c:40]2[cH:41][cH:42][cH:43][n:44]3)[CH2:9][CH2:10]1)[CH2:11][c:12]1[cH:13][cH:14][c:15]([Cl:18])[cH:16][cH:17]1)=[O:19]. Starting materials: CC(=O)OCC=C(C)CCC=C(C)C, O=C(OO)c1cccc(Cl)c1, ClCCl. The product is CC(=O)OCC=C(C)CCC1OC1C. Reaction SMILES: [C:1]([CH3:2])(=[O:3])[O:4][CH2:5][CH:6]=[C:7]([CH3:8])[CH2:9][CH2:10][CH:11]=[C:12]([CH3:13])[CH3:14].[Cl:15][c:16]1[cH:17][cH:18][cH:19][c:20]([C:21]([O:22][OH:24])=[O:23])[cH:25]1.[Cl:26][CH2:27][Cl:28]>>[C:1]([CH3:2])(=[O:3])[O:4][CH2:5][CH:6]=[C:7]([CH3:8])[CH2:9][CH2:10][CH:11]1[CH:12]([CH3:14])[O:23]1. Reactants: resultant solution, [N-]=[N+]=[N-].[Na+] (Sodium azide), C(=O)NC=1SC=C(N1)C(C(=O)O)=NOCCBr (2-(2-formamidothiazol-4-yl)-2-(2- bromoethoxyimino)acetic acid), C([O-])(O)=O.[Na+] (sodium bicarbonate). The solvent is O (water), CN(C=O)C (N,N-dimethylformamide), O (water). Run at time 2 day. Product: C(=O)NC=1SC=C(N1)C(C(=O)O)=NOCCN=[N+]=[N-] (2-(2-formamidothiazol-4-yl)-2-(2-azidoethoxyimino)acetic acid). The yield is 35.7%. Reaction SMILES: [N-:1]=[N+:2]=[N-:3].[Na+].[CH:5]([NH:7][C:8]1[S:9][CH:10]=[C:11]([C:13](=[N:17][O:18][CH2:19][CH2:20]Br)[C:14]([OH:16])=[O:15])[N:12]=1)=[O:6].C(=O)(O)[O-].[Na+]>CN(C)C=O.O>[CH:5]([NH:7][C:8]1[S:9][CH:10]=[C:11]([C:13](=[N:17][O:18][CH2:19][CH2:20][N:1]=[N+:2]=[N-:3])[C:14]([OH:16])=[O:15])[N:12]=1)=[O:6] |f:0.1,3.4|. Procedure details: Sodium azide (14.87 g.) was added to a solution of 2-(2-formamidothiazol-4-yl)-2-(2- bromoethoxyimino)acetic acid (syn isomer, 15.7 g.) in N,N-dimethylformamide (100 ml.) and water (75 ml.), and stirred at room temperature for 2 days. To the resultant solution was added water (25 ml.) and adjusted to pH 8.0 with a saturated aqueous solution of sodium bicarbonate. The solution was washed with ethyl acetate (250 ml.). The solution was adjusted to pH 2.5 and extracted with ethyl acetate (350 ml.). ... Starting materials: Cc1ccccc1, CC(C)(CO)c1cc(OS(C)(=O)=O)ccc1O, O=S(Cl)Cl. Yields the product CC1(C)COS(=O)Oc2ccc(OS(C)(=O)=O)cc21. RXN SMILES: [CH3:22][c:23]1[cH:24][cH:25][cH:26][cH:27][cH:28]1.[CH3:5][S:6](=[O:7])(=[O:8])[O:9][c:10]1[cH:11][c:12]([C:17]([CH2:18][OH:19])([CH3:20])[CH3:21])[c:13]([OH:16])[cH:14][cH:15]1.[S:1](=[O:2])([Cl:3])[Cl:4]>>[S:1]1(=[O:2])[O:16][c:13]2[c:12]([cH:11][c:10]([O:9][S:6]([CH3:5])(=[O:7])=[O:8])[cH:15][cH:14]2)[C:17]([CH3:20])([CH3:21])[CH2:18][O:19]1.